describe an organic reaction: reactants, conditions, products, and yield From a dataset of the Open Reaction Database (ORD), a public repository of structured organic reaction records. Starting materials: ClC=1C=C(C=CC1)C1=CC=CC(=N1)C(=O)O (6-(3-chlorophenyl)-2-pyridinecarboxylic acid), N1=C(C=CC=C1)N (2-pyridinamine), ( D ). Product: N1=C(C=CC=C1)NC(=O)C1=NC(=CC=C1)C1=CC(=CC=C1)Cl (6-(3-Chloro-phenyl)-pyridine-2-carboxylic acid pyridin-2-ylamide). Reaction SMILES: [Cl:1][C:2]1[CH:3]=[C:4]([C:8]2[N:13]=[C:12]([C:14]([OH:16])=O)[CH:11]=[CH:10][CH:9]=2)[CH:5]=[CH:6][CH:7]=1.[N:17]1[CH:22]=[CH:21][CH:20]=[CH:19][C:18]=1[NH2:23]>>[N:17]1[CH:22]=[CH:21][CH:20]=[CH:19][C:18]=1[NH:23][C:14]([C:12]1[CH:11]=[CH:10][CH:9]=[C:8]([C:4]2[CH:5]=[CH:6][CH:7]=[C:2]([Cl:1])[CH:3]=2)[N:13]=1)=[O:16]. Procedure details: The title compound was synthesized in analogy to Example 1, using 6-(3-chlorophenyl)-2-pyridinecarboxylic acid (CAN 863704-38-5) and 2-pyridinamine (CAN 504-29-0) as starting materials, MS (D) m/e: 310.0 [M+H]+. The reactants are Brc1cccnc1, O=C([O-])[O-], CCOC(=O)c1nc(C)sc1N, C1CCOC1, [Cs+], [Cs+], C1COCCO1, CC1(C)c2cccc(P(c3ccccc3)c3ccccc3)c2Oc2c(P(c3ccccc3)c3ccccc3)cccc21. The product is CCOC(=O)c1nc(C)sc1Nc1cccnc1. RXN SMILES: [Br:55][c:56]1[cH:57][n:58][cH:59][cH:60][cH:61]1.[C:62](=[O:63])([O-:64])[O-:65].[CH2:1]([CH3:2])[O:3][C:4](=[O:5])[c:6]1[n:7][c:8]([CH3:12])[s:9][c:10]1[NH2:11].[CH2:68]1[O:69][CH2:70][CH2:71][CH2:72]1.[Cs+:66].[Cs+:67].[O:73]1[CH2:74][CH2:75][O:76][CH2:77][CH2:78]1.[c:13]1([P:14]([c:15]2[cH:16][cH:17][cH:18][cH:19][cH:20]2)[c:21]2[c:22]3[c:46]([cH:47][cH:48][cH:49]2)[C:43]([CH3:44])([CH3:45])[c:25]2[c:24]([c:29]([P:30]([c:31]4[cH:32][cH:33][cH:34][cH:35][cH:36]4)[c:37]4[cH:38][cH:39][cH:40][cH:41][cH:42]4)[cH:28][cH:27][cH:26]2)[O:23]3)[cH:50][cH:51][cH:52][cH:53][cH:54]1>>[CH2:1]([CH3:2])[O:3][C:4](=[O:5])[c:6]1[n:7][c:8]([CH3:12])[s:9][c:10]1[NH:11][c:56]1[cH:57][n:58][cH:59][cH:60][cH:61]1. Starting materials: FC1=C(C=C(C(=O)O)C=C1)C (4-fluoro-3-methylbenzoic acid), COC([C@H](N)CC(C)C)=O (D-leucine methyl ester). Product: FC1=C(C=C(C(=O)N[C@@H](C(=O)OC)CC(C)C)C=C1)C ((R)-methyl 2-(4-fluoro-3-methylbenzamido)-4-methylpentanoate). Reaction SMILES: [F:1][C:2]1[CH:10]=[CH:9][C:5]([C:6]([OH:8])=O)=[CH:4][C:3]=1[CH3:11].[CH3:12][O:13][C:14](=[O:21])[C@@H:15]([CH2:17][CH:18]([CH3:20])[CH3:19])[NH2:16]>>[F:1][C:2]1[CH:10]=[CH:9][C:5]([C:6]([NH:16][C@H:15]([CH2:17][CH:18]([CH3:20])[CH3:19])[C:14]([O:13][CH3:12])=[O:21])=[O:8])=[CH:4][C:3]=1[CH3:11]. Reported procedure: Prepared in a similar manner to example 4 using 4-fluoro-3-methylbenzoic acid and D-leucine methyl ester. MS (M+H, 282).